The task is: describe an organic reaction: reactants, conditions, products, and yield. This data is from the Open Reaction Database (ORD), a public repository of structured organic reaction records. Reactants: C1CCOC1, C[Si](C)(C)[O-], N#Cc1ncc(F)cc1Nc1ccc(I)cc1F, [K+]. The product is NC(=O)c1ncc(F)cc1Nc1ccc(I)cc1F. Reaction SMILES: [CH2:25]1[O:26][CH2:27][CH2:28][CH2:29]1.[CH3:19][Si:20]([O-:21])([CH3:22])[CH3:23].[F:1][c:2]1[cH:3][c:4]([NH:10][c:11]2[c:12]([F:18])[cH:13][c:14]([I:17])[cH:15][cH:16]2)[c:5]([C:8]#[N:9])[n:6][cH:7]1.[K+:24]>>[F:1][c:2]1[cH:3][c:4]([NH:10][c:11]2[c:12]([F:18])[cH:13][c:14]([I:17])[cH:15][cH:16]2)[c:5]([C:8]([NH2:9])=[O:21])[n:6][cH:7]1. Starting materials: monohydrate, C1(CCCCC1)ON1C(CC(CC1(C)C)O)(C)C (1-cyclohexyloxy-4-hydroxy-2,2,6,6-tetramethylpiperidine), C1(CCC(=O)O1)=O (succinic anhydride). Run in C1(=CC=CC=C1)C (toluene). Product: C(CCC(=O)O)(=O)OC1CC(N(C(C1)(C)C)OC1CCCCC1)(C)C (Mono-(1-cyclohexyloxy-2,2,6,6-tetramethylpiperidin-4-yl) Hydrogen Succinate). The yield is 90.6%. Reaction SMILES: [CH:1]1([O:7][N:8]2[C:13]([CH3:15])([CH3:14])[CH2:12][CH:11]([OH:16])[CH2:10][C:9]2([CH3:18])[CH3:17])[CH2:6][CH2:5][CH2:4][CH2:3][CH2:2]1.[C:19]1(=[O:25])[O:24][C:22](=[O:23])[CH2:21][CH2:20]1>C1(C)C=CC=CC=1>[C:19]([O:16][CH:11]1[CH2:10][C:9]([CH3:18])([CH3:17])[N:8]([O:7][CH:1]2[CH2:2][CH2:3][CH2:4][CH2:5][CH2:6]2)[C:13]([CH3:14])([CH3:15])[CH2:12]1)(=[O:25])[CH2:20][CH2:21][C:22]([OH:24])=[O:23]. Reported procedure: A mixture of 12.8 grams (50.0 mmol) of 1-cyclohexyloxy-4-hydroxy-2,2,6,6-tetramethylpiperidine, 5.0 grams (50.0 mmol) of succinic anhydride and 15 ml of toluene is heated at reflux for five minutes. Solvent is evaporated and the residue is dissolved in hexane. Water is added and the resulting precipitate is washed with hexane to afford 16.1 grams (90% yield) of the title compound as the monohydrate as a white solid melting at 56°-60° C. Starting materials: CCC(C)C(NC(=O)C(NC(=O)OCc1ccccc1)C(Cc1ccccc1)C(=O)O)C(=O)O, CCC(N)c1ccccc1, ClCCl, Cl, N=C=N, On1nnc2ccccc21. The product is CCC(C)C(NC(=O)C(NC(=O)OCc1ccccc1)C(Cc1ccccc1)C(=O)O)C(=O)O, CCC([NH-])c1ccccc1. Reaction SMILES: [CH2:1]([c:2]1[cH:3][cH:4][cH:5][cH:6][cH:7]1)[O:8][C:9](=[O:10])[NH:11][CH:12]([CH:13]([C:14]([OH:15])=[O:16])[CH2:17][c:18]1[cH:19][cH:20][cH:21][cH:22][cH:23]1)[C:24](=[O:25])[NH:26][CH:27]([CH:28]([CH3:29])[CH2:30][CH3:31])[C:32](=[O:33])[OH:34].[CH2:35]([CH3:36])[CH:37]([c:38]1[cH:39][cH:40][cH:41][cH:42][cH:43]1)[NH2:44].[CH2:59]([Cl:60])[Cl:61].[ClH:45].[NH:46]=[C:47]=[NH:48].[OH:49][n:50]1[c:51]2[c:52]([cH:53][cH:54][cH:55][cH:56]2)[n:57][n:58]1>>[CH2:1]([c:2]1[cH:3][cH:4][cH:5][cH:6][cH:7]1)[O:8][C:9](=[O:10])[NH:11][CH:12]([CH:13]([C:14](=[O:15])[OH:16])[CH2:17][c:18]1[cH:19][cH:20][cH:21][cH:22][cH:23]1)[C:24](=[O:25])[NH:26][CH:27]([CH:28]([CH3:29])[CH2:30][CH3:31])[C:32](=[O:33])[OH:34].[CH2:35]([CH3:36])[CH:37]([c:38]1[cH:39][cH:40][cH:41][cH:42][cH:43]1)[NH-:44]. The reactants are C1(=CC=CC=C1)N(C(=O)C1=CC2=C(N(C(=N2)CNC2=CC=C(C=C2)C#N)C)C=C1)CCCC(=O)OC(C)(C)C (1-methyl-2-[N-(4-cyanophenyl)aminomethyl]benzimidazol-5-yl-carboxylic acid-N-phenyl-N-(3-tert-butyloxycarbonylpropyl)amide), Cl (hydrochloric acid), C(C)O (ethanol), C([O-])([O-])=O.[NH4+].[NH4+] (ammonium carbonate), C29H32N6O3. Solvent: ClCCl.C(C)O (dichloromethane ethanol). Yields the product Cl.Cl.C1(=CC=CC=C1)N(C(=O)C1=CC2=C(N(C(=N2)CNC2=CC=C(C=C2)C(N)=N)C)C=C1)CCCC(=O)OCC (1-Methyl-2-[N-(4-amidinophenyl)aminomethyl]benzimidazol-5-yl-carboxylic acid-N-phenyl-N-(3-ethoxycarbonylpropyl)amide dihydrochloride). Isolated yield 68.0%. Reaction SMILES: [C:1]1([N:7]([CH2:30][CH2:31][CH2:32][C:33]([O:35][C:36]([CH3:39])(C)C)=[O:34])[C:8]([C:10]2[CH:29]=[CH:28][C:13]3[N:14]([CH3:27])[C:15]([CH2:17][NH:18][C:19]4[CH:24]=[CH:23][C:22]([C:25]#[N:26])=[CH:21][CH:20]=4)=[N:16][C:12]=3[CH:11]=2)=[O:9])[CH:6]=[CH:5][CH:4]=[CH:3][CH:2]=1.[ClH:40].C(O)C.C(=O)([O-])[O-].[NH4+:48].[NH4+]>ClCCl.C(O)C>[ClH:40].[ClH:40].[C:1]1([N:7]([CH2:30][CH2:31][CH2:32][C:33]([O:35][CH2:36][CH3:39])=[O:34])[C:8]([C:10]2[CH:29]=[CH:28][C:13]3[N:14]([CH3:27])[C:15]([CH2:17][NH:18][C:19]4[CH:20]=[CH:21][C:22]([C:25](=[NH:26])[NH2:48])=[CH:23][CH:24]=4)=[N:16][C:12]=3[CH:11]=2)=[O:9])[CH:6]=[CH:5][CH:4]=[CH:3][CH:2]=1 |f:3.4.5,6.7,8.9.10|. Reported procedure: Prepared analogously to Example 25d from 1-methyl-2-[N-(4-cyanophenyl)aminomethyl]benzimidazol-5-yl-carboxylic acid-N-phenyl-N-(3-tert-butyloxycarbonylpropyl)amide and ethanolic hydrochloric acid, ethanol, and ammonium carbonate. Yield: 68% of theory, C29H32N6O3 (512.6); Rf value: 0.12 (silica gel; dichloromethane/ethanol=4:1); EKA mass spectrum: (M+H)+=513; (M+H+Na)++=268. The reactants are COC1=CC=C(CN(C2=NC=C(C=N2)C=2C3=C(N=C(N2)N2CCOCC2)NCC3)CC3=CC=C(C=C3)OC)C=C1 (bis-(4-methoxy-benzyl)-[5-(2-morpholin-4-yl-6,7-dihydro-5H-pyrrolo[2,3-d]pyrimidin-4-yl)-pyrimidin-2-yl]-amine), C(CC)S(=O)(=O)Cl (propane-1-sulfonyl chloride). The product is COC1=CC=C(CN(C2=NC=C(C=N2)C=2C3=C(N=C(N2)N2CCOCC2)N(CC3)S(=O)(=O)CCC)CC3=CC=C(C=C3)OC)C=C1 (bis-(4-methoxy-benzyl)-[5-[2-morpholin-4-yl-7-(propane-1-sulfonyl)-6,7-dihydro-5H-pyrrolo[2,3-d]pyrimidin-4-yl]-pyrimidin-2-yl]-amine). As a reaction SMILES: [CH3:1][O:2][C:3]1[CH:40]=[CH:39][C:6]([CH2:7][N:8]([CH2:30][C:31]2[CH:36]=[CH:35][C:34]([O:37][CH3:38])=[CH:33][CH:32]=2)[C:9]2[N:14]=[CH:13][C:12]([C:15]3[C:16]4[CH2:29][CH2:28][NH:27][C:17]=4[N:18]=[C:19]([N:21]4[CH2:26][CH2:25][O:24][CH2:23][CH2:22]4)[N:20]=3)=[CH:11][N:10]=2)=[CH:5][CH:4]=1.[CH2:41]([S:44](Cl)(=[O:46])=[O:45])[CH2:42][CH3:43]>>[CH3:38][O:37][C:34]1[CH:33]=[CH:32][C:31]([CH2:30][N:8]([CH2:7][C:6]2[CH:5]=[CH:4][C:3]([O:2][CH3:1])=[CH:40][CH:39]=2)[C:9]2[N:10]=[CH:11][C:12]([C:15]3[C:16]4[CH2:29][CH2:28][N:27]([S:44]([CH2:41][CH2:42][CH3:43])(=[O:46])=[O:45])[C:17]=4[N:18]=[C:19]([N:21]4[CH2:26][CH2:25][O:24][CH2:23][CH2:22]4)[N:20]=3)=[CH:13][N:14]=2)=[CH:36][CH:35]=1. Procedure: In the same manner as Example 1-D-02, using bis-(4-methoxy-benzyl)-[5-(2-morpholin-4-yl-6,7-dihydro-5H-pyrrolo[2,3-d]pyrimidin-4-yl)-pyrimidin-2-yl]-amine (40 mg) and propane-1-sulfonyl chloride (0.70 ml) instead of mesyl chloride, a crude product of bis-(4-methoxy-benzyl)-[5-[2-morpholin-4-yl-7-(propane-1-sulfonyl)-6,7-dihydro-5H-pyrrolo[2,3-d]pyrimidin-4-yl]-pyrimidin-2-yl]-amine was obtained. Using a crude product (12 mg) of this bis-(4-methoxy-benzyl)-[5-[2-morpholin-4-yl-7-(propane-1-sulfon... The reactants are C(C1=CC=CC=C1)(=O)C(C(=O)OCC)CC(C1=CC=CC=C1)=O (Ethyl 2-benzoyl-4-oxo-4-phenylbutanoate), COC=1C=CC(=CC1)P2(=S)SP(=S)(S2)C=3C=CC(=CC3)OC (Lawesson's reagent). The solvent is C1(=CC=CC=C1)C (toluene). Yields the product C1(=CC=CC=C1)C=1SC(=CC1C(=O)OCC)C1=CC=CC=C1 (ethyl 2,5-diphenylthiophene-3-carboxylate). Isolated yield 54.5%. As a reaction SMILES: [C:1]([CH:9]([CH2:15][C:16](=O)[C:17]1[CH:22]=[CH:21][CH:20]=[CH:19][CH:18]=1)[C:10]([O:12][CH2:13][CH3:14])=[O:11])(=O)[C:2]1[CH:7]=[CH:6][CH:5]=[CH:4][CH:3]=1.COC1C=CC(P2(SP(C3C=CC(OC)=CC=3)(=S)S2)=[S:33])=CC=1>C1(C)C=CC=CC=1>[C:2]1([C:1]2[S:33][C:16]([C:17]3[CH:22]=[CH:21][CH:20]=[CH:19][CH:18]=3)=[CH:15][C:9]=2[C:10]([O:12][CH2:13][CH3:14])=[O:11])[CH:7]=[CH:6][CH:5]=[CH:4][CH:3]=1. Reported procedure: To a stirring solution of ethyl 2-benzoyl-4-oxo-4-phenylbutanoate 69 (0.812 g, 2.62 mmol) in toluene (20 mLs) was added Lawesson's reagent (1.270 g, 3.14 mmol) and the reaction mixture was refluxed for 4 h then concentrated. The crude residue was purified by ISCO (40 g column, 0 to 30% ethyl acetate in hexane) to afford ethyl 2,5-diphenylthiophene-3-carboxylate 70 (0.44 g 55% yield) as a yellow oil. LRMS (ESI): (calc.) 308.09 (found) 309.27 (MH)+ Reactants: BrC=1C(=C(C=C(C1OC)C(C)Cl)Cl)C (3-bromo-1-chloro-5-(1-chloroethyl)-4-methoxy-2-methylbenzene), CC1=NNC2=NC=NC(=C21)N (3-methyl-1H-pyrazolo[3,4-d]pyrimidin-4-amine), [I-].[K+] (potassium iodide), C([O-])([O-])=O.[Cs+].[Cs+] (cesium carbonate). Run in CN(C=O)C (N,N-dimethylformamide), C(Cl)Cl (methylene chloride). Reaction conditions: temperature 140 celsius, time 1 hour. The product is BrC=1C(=C(C=C(C1C)Cl)C(C)N1N=C(C=2C1=NC=NC2N)C)OC (1-[1-(3-Bromo-5-chloro-2-methoxy-4-methylphenyl)ethyl]-3-methyl-1H-pyrazolo[3,4-d]pyrimidin-4-amine). Yield: 49.9%. Reaction SMILES: [Br:1][C:2]1[C:3]([CH3:14])=[C:4]([Cl:13])[CH:5]=[C:6]([CH:10](Cl)[CH3:11])[C:7]=1[O:8][CH3:9].[CH3:15][C:16]1[C:24]2[C:19](=[N:20][CH:21]=[N:22][C:23]=2[NH2:25])[NH:18][N:17]=1.[I-].[K+].C(=O)([O-])[O-].[Cs+].[Cs+]>CN(C)C=O.C(Cl)Cl>[Br:1][C:2]1[C:7]([O:8][CH3:9])=[C:6]([CH:10]([N:18]2[C:19]3=[N:20][CH:21]=[N:22][C:23]([NH2:25])=[C:24]3[C:16]([CH3:15])=[N:17]2)[CH3:11])[CH:5]=[C:4]([Cl:13])[C:3]=1[CH3:14] |f:2.3,4.5.6|. Procedure details: A mixture of 3-bromo-1-chloro-5-(1-chloroethyl)-4-methoxy-2-methylbenzene (150 mg, 0.503 mmol), 3-methyl-1H-pyrazolo[3,4-d]pyrimidin-4-amine (110 mg, 0.76 mmol, ACES Pharma Product List, item #47024), potassium iodide (9.0 mg, 0.05 mmol) and cesium carbonate (330 mg, 1.0 mmol) in N,N-dimethylformamide (4 mL) and was stirred at 140° C. for 1 h. The mixture was diluted with methylene chloride, washed with sat. NaHCO3, water, brine, dried over Na2SO4, filtered and concentrated. The crude product wa...